Task: describe an organic reaction: reactants, conditions, products, and yield. Dataset: the Open Reaction Database (ORD), a public repository of structured organic reaction records The reactants are [Al+3].[Cl-].[Cl-].[Cl-] (AlCl3), CC1=C(NC(=C1)C)C#N (3,5-Dimethyl-1H-pyrrole-2-carbonitrile), C(=O)(C)Cl (AcCl). The solvent is ClCCCl (1,2-dichloroethane). Reaction conditions: time 1 hour. Yields the product C(C)(=O)C=1C(=C(NC1C)C#N)C (4-acetyl-3,5-dimethyl-1H-pyrrole-2-carbonitrile). Isolated yield 87.6%. RXN SMILES: [CH3:1][C:2]1[CH:6]=[C:5]([CH3:7])[NH:4][C:3]=1[C:8]#[N:9].[Al+3].[Cl-].[Cl-].[Cl-].[C:14](Cl)([CH3:16])=[O:15]>ClCCCl>[C:14]([C:6]1[C:2]([CH3:1])=[C:3]([C:8]#[N:9])[NH:4][C:5]=1[CH3:7])(=[O:15])[CH3:16] |f:1.2.3.4|. Procedure details: 3,5-Dimethyl-1H-pyrrole-2-carbonitrile (1.2 g, 10 mmol) was dissolved in anhydrous 1,2-dichloroethane (15 mL) and AlCl3 (2.93 g, 22 mmol) was added proportion-wise. The reaction vessel was purged with N2 and was cooled in an ice-water bath. AcCl (0.71 mL, 10 mmol) was added dropwise and the mixture was stirred for 1 h with cooling and for a further 3 h at room temperature. The reaction mixture was quenched by careful addition of 2 M aq HCl. The acidity of the mixture was adjusted to approximatel... Reactants: CO, OCc1cccc(C=Cc2ccc3ccc(Cl)cc3n2)c1, ClC(Cl)Cl, O=S(Cl)Cl. Yields the product ClCc1cccc(C=Cc2ccc3ccc(Cl)cc3n2)c1. Reaction SMILES: [CH3:22][OH:23].[Cl:1][c:2]1[cH:3][cH:4][c:5]2[cH:6][cH:7][c:8]([CH:12]=[CH:13][c:14]3[cH:15][c:16]([CH2:17][OH:18])[cH:19][cH:20][cH:21]3)[n:9][c:10]2[cH:11]1.[Cl:24][CH:25]([Cl:26])[Cl:27].[S:28]([Cl:29])([Cl:30])=[O:31]>>[Cl:1][c:2]1[cH:3][cH:4][c:5]2[cH:6][cH:7][c:8]([CH:12]=[CH:13][c:14]3[cH:15][c:16]([CH2:17][Cl:24])[cH:19][cH:20][cH:21]3)[n:9][c:10]2[cH:11]1.